From a dataset of the Open Reaction Database (ORD), a public repository of structured organic reaction records. describe an organic reaction: reactants, conditions, products, and yield Reactants: N1C=CC2=CC=CC=C12 (indole), [H-].[Na+] (sodium hydride), ice, ClCCCCI (1-Chloro-4-iodo-butane), [N+](=O)([O-])C1=CC=C2C=CNC2=C1 (6-Nitroindole), [H-].[Na+] (NaH). Run in ClCCCC (chlorobutane), CN(C)C=O (DMF), CN(C)C=O (DMF), CN(C)C=O (DMF). Run at temperature 0 celsius, time 5 minute. Product: ClCCCCN1C=CC2=CC=C(C=C12)[N+](=O)[O-] (1-(4-chlorobutyl)-6-nitro-1H-indole). Yield: 97.5%. As a reaction SMILES: [H-].[Na+].[N+:3]([C:6]1[CH:14]=[C:13]2[C:9]([CH:10]=[CH:11][NH:12]2)=[CH:8][CH:7]=1)([O-:5])=[O:4].[Cl:15][CH2:16][CH2:17][CH2:18][CH2:19]I.N1C2C(=CC=CC=2)C=C1>CN(C=O)C.ClCCCC>[Cl:15][CH2:16][CH2:17][CH2:18][CH2:19][N:12]1[C:13]2[C:9](=[CH:8][CH:7]=[C:6]([N+:3]([O-:5])=[O:4])[CH:14]=2)[CH:10]=[CH:11]1 |f:0.1|. Procedure: To sodium hydride (0.987 g, 24.68 mmol) in a 100 mL argon-purged flask fitted with a stir bar and an Argon atmosphere was added anhydrous DMF (10 mL) and the mixture was cooled to 0° C. in an ice bath. A solution of 6-nitroindole (6) (1.00 g, 6.17 mmol) in DMF (10 mL) was added slowly to the NaH mixture and after addition was complete the ice bath was removed and the reaction stirred at room temperature for ˜5 min. In a second oven dried argon purged flask fitted with a stir bar was charged 1-Ch... The reactants are CCOC(=O)C(C)(CC)NC(=O)c1cc(Cl)c2ccccc2c1OCC1CCN(C(C)C)CC1, C1CCOC1, CO, [Na+], [OH-]. The product is CCC(C)(NC(=O)c1cc(Cl)c2ccccc2c1OCC1CCN(C(C)C)CC1)C(=O)O. As a reaction SMILES: [CH2:1]([CH3:2])[O:3][C:4]([C:5]([CH2:6][CH3:7])([CH3:8])[NH:9][C:10](=[O:11])[c:12]1[c:13]([O:23][CH2:24][CH:25]2[CH2:26][CH2:27][N:28]([CH:31]([CH3:32])[CH3:33])[CH2:29][CH2:30]2)[c:14]2[cH:15][cH:16][cH:17][cH:18][c:19]2[c:20]([Cl:22])[cH:21]1)=[O:34].[CH2:37]1[O:38][CH2:39][CH2:40][CH2:41]1.[CH3:42][OH:43].[Na+:36].[OH-:35]>>[O:3]=[C:4]([C:5]([CH2:6][CH3:7])([CH3:8])[NH:9][C:10](=[O:11])[c:12]1[c:13]([O:23][CH2:24][CH:25]2[CH2:26][CH2:27][N:28]([CH:31]([CH3:32])[CH3:33])[CH2:29][CH2:30]2)[c:14]2[cH:15][cH:16][cH:17][cH:18][c:19]2[c:20]([Cl:22])[cH:21]1)[OH:34]. The reactants are [OH-].[NH4+] (ammonium hydroxide), Cl.NCC1=CC=C(C=C1)C1=C(C=CC=C1)C#N (4-Aminomethyl-2′-cyanobiphenyl hydrochloride), [OH-].[K+] (potassium hydroxide). Solvent: O (water), C(Cl)Cl (methylene chloride), O (Water). Conditions: temperature 72.5 celsius, time 1 hour. The product is Cl.NCC1=CC=C(C=C1)C=1C(=CC=CC1)C(=O)N (4-Aminomethyl-1,1′-biphenyl-2′-carboxamide hydrochloride). Isolated yield 84.1%. RXN SMILES: [ClH:1].[NH2:2][CH2:3][C:4]1[CH:9]=[CH:8][C:7]([C:10]2[CH:15]=[CH:14][CH:13]=[CH:12][C:11]=2[C:16]#[N:17])=[CH:6][CH:5]=1.[OH-:18].[NH4+].[OH-].[K+]>O.C(Cl)Cl>[ClH:1].[NH2:2][CH2:3][C:4]1[CH:5]=[CH:6][C:7]([C:10]2[C:11]([C:16]([NH2:17])=[O:18])=[CH:12][CH:13]=[CH:14][CH:15]=2)=[CH:8][CH:9]=1 |f:0.1,2.3,4.5,8.9|. Procedure details: 4-Aminomethyl-2′-cyanobiphenyl hydrochloride (XVII) (100 g, 0.408 mole) was suspended in a mixture of water (500 ml) and methylene chloride (200 ml) at 25-30° C. and adjusted the pH to 9.0-9.5 with ammonium hydroxide (65 ml, 20% w/w) at 25-30° C. to get a clear solution. Organic layer was separated, washed with water (100 ml) and dried over sodium sulfate. Thereafter, organic layer was concentrated at below 60° C. and tert.butanol (300 ml) was added to the residue. The reaction mass was heated t... Starting materials: [Na].N1(C(=O)NC(=O)C(C)=C1)C(=O)C[C@@H](OCP(=O)(O)O)CO (1-(thymin-1-yl)-2-deoxy-3-O-(phosphonomethyl)-L-threose sodium salt), N1(C(=O)N=C(N)C=C1)C(=O)C[C@@H](OCP(=O)(OC(C)C)OC(C)C)CO (1-(cytosin-1-yl)-2-deoxy-3-O-(diisopropylphosphonomethyl)-L-threose), I[Si](C)(C)C (iodotrimethysilane). The product is [Na].N1(C(=O)N=C(N)C=C1)C(=O)C[C@@H](OCP(=O)(O)O)CO (1-(cytosin-1-yl)-2-deoxy-3-O-(phosphonomethyl)-L-threose sodium salt). The yield is 73.0%. RXN SMILES: [Na:1].N1(C(C[C@H](CO)OCP(O)(O)=O)=O)C=C(C)C(=O)NC1=O.[N:23]1([C:31]([CH2:33][C@H:34]([CH2:47][OH:48])[O:35][CH2:36][P:37]([O:43]C(C)C)([O:39]C(C)C)=[O:38])=[O:32])[CH:30]=[CH:29][C:27]([NH2:28])=[N:26][C:24]1=[O:25].I[Si](C)(C)C>>[Na:1].[N:23]1([C:31]([CH2:33][C@H:34]([CH2:47][OH:48])[O:35][CH2:36][P:37]([OH:39])([OH:43])=[O:38])=[O:32])[CH:30]=[CH:29][C:27]([NH2:28])=[N:26][C:24]1=[O:25] |f:0.1,4.5,^1:0,53|. Reported procedure: This compound was prepared as described for 3f, using 22 (200 mg, 0.53 mmol) as a starting material and iodotrimethysilane (0.6 mL, 4.2 mmol). Compound 3h (130 mg, 0.38 mmol) was obtained as a colorless solid, in 73% yield, which was characterized as follows: Starting materials: BrC1=CC(=C(C=C1)NC(OC(C)(C)C)=O)[N+](=O)[O-] (tert-butyl 4-bromo-2-nitrophenylcarbamate), C(C)N1CCNCC1 (1-ethylpiperazine), CC1(C2=C(C(=CC=C2)P(C3=CC=CC=C3)C4=CC=CC=C4)OC5=C(C=CC=C51)P(C6=CC=CC=C6)C7=CC=CC=C7)C (xantphos), C(=O)([O-])[O-].[Cs+].[Cs+] (Cs2CO3). Reagents/catalysts: C=1C=CC(=CC1)/C=C/C(=O)/C=C/C2=CC=CC=C2.C=1C=CC(=CC1)/C=C/C(=O)/C=C/C2=CC=CC=C2.C=1C=CC(=CC1)/C=C/C(=O)/C=C/C2=CC=CC=C2.[Pd].[Pd] (Pd2(dba)3). The solvent is C1(=CC=CC=C1)C (toluene), C(Cl)Cl (DCM). Reaction conditions: temperature 100 celsius. Yields the product C(C)N1CCN(CC1)C1=CC(=C(C=C1)NC(OC(C)(C)C)=O)[N+](=O)[O-] (tert-Butyl 4-(4-ethylpiperazin-1-yl)-2-nitrophenylcarbamate). Isolated yield 55.4%. Reaction SMILES: Br[C:2]1[CH:7]=[CH:6][C:5]([NH:8][C:9](=[O:15])[O:10][C:11]([CH3:14])([CH3:13])[CH3:12])=[C:4]([N+:16]([O-:18])=[O:17])[CH:3]=1.[CH2:19]([N:21]1[CH2:26][CH2:25][NH:24][CH2:23][CH2:22]1)[CH3:20].CC1(C)C2C(=C(P(C3C=CC=CC=3)C3C=CC=CC=3)C=CC=2)OC2C(P(C3C=CC=CC=3)C3C=CC=CC=3)=CC=CC1=2.C([O-])([O-])=O.[Cs+].[Cs+]>C1(C)C=CC=CC=1.C1C=CC(/C=C/C(/C=C/C2C=CC=CC=2)=O)=CC=1.C1C=CC(/C=C/C(/C=C/C2C=CC=CC=2)=O)=CC=1.C1C=CC(/C=C/C(/C=C/C2C=CC=CC=2)=O)=CC=1.[Pd].[Pd].C(Cl)Cl>[CH2:19]([N:21]1[CH2:26][CH2:25][N:24]([C:2]2[CH:7]=[CH:6][C:5]([NH:8][C:9](=[O:15])[O:10][C:11]([CH3:14])([CH3:13])[CH3:12])=[C:4]([N+:16]([O-:18])=[O:17])[CH:3]=2)[CH2:23][CH2:22]1)[CH3:20] |f:3.4.5,7.8.9.10.11|. Procedure details: A degassed mixture of tert-butyl 4-bromo-2-nitrophenylcarbamate (5.4 g, 17 mmol), 1-ethylpiperazine (2.91 g, 25.5 mmol), Pd2(dba)3 (2.1 g, 3.4 mmol), xantphos (3.92 g, 6.8 mmol) and Cs2CO3 (11.1 g, 34 mmol) in toluene (85 mL) was heated at 100° C. for 4 hours. The reaction was concentrated, and the residue was purified by flash chromatography on silica eluting with MeOH:DCM=1:50-1:20 to obtain the title compound (3.3 g, yield: 55%). MS (ESI): 351 [M+H]+. Starting materials: C[Si](C)(C)CCOCn1nc(C=Nn2cccc2)c2ccc(Nc3ccccc3C(=O)NCC#CC3CC3)cc21, O. Product: O=C(NCC#CC1CC1)c1ccccc1Nc1ccc2c(C=Nn3cccc3)n[nH]c2c1. RXN SMILES: [CH:1]1([C:4]#[C:5][CH2:6][NH:7][C:8]([c:9]2[c:10]([NH:15][c:16]3[cH:17][cH:18][c:19]4[c:20]([CH:33]=[N:34][n:35]5[cH:36][cH:37][cH:38][cH:39]5)[n:21][n:22]([CH2:25][O:26][CH2:27][CH2:28][Si:29]([CH3:30])([CH3:31])[CH3:32])[c:23]4[cH:24]3)[cH:11][cH:12][cH:13][cH:14]2)=[O:40])[CH2:2][CH2:3]1.[OH2:41]>>[CH:1]1([C:4]#[C:5][CH2:6][NH:7][C:8]([c:9]2[c:10]([NH:15][c:16]3[cH:17][cH:18][c:19]4[c:20]([CH:33]=[N:34][n:35]5[cH:36][cH:37][cH:38][cH:39]5)[n:21][nH:22][c:23]4[cH:24]3)[cH:11][cH:12][cH:13][cH:14]2)=[O:40])[CH2:2][CH2:3]1. Starting materials: COC(=O)c1ccc(I)c(Br)c1, Cn1nccc1B1OCC(C)(C)CO1, [K+], [K+], O=C([O-])[O-], C1COCCO1, O. Yields the product COC(=O)c1ccc(-c2ccnn2C)c(Br)c1. Reaction SMILES: [Br:1][c:2]1[cH:3][c:4]([C:5](=[O:6])[O:7][CH3:8])[cH:9][cH:10][c:11]1[I:12].[CH3:19][C:20]1([CH3:21])[CH2:22][O:23][B:24]([c:26]2[cH:27][cH:28][n:29][n:30]2[CH3:31])[O:25][CH2:32]1.[K+:13].[K+:14].[O-:15][C:16]([O-:17])=[O:18].[O:33]1[CH2:34][CH2:35][O:36][CH2:37][CH2:38]1.[OH2:39]>>[Br:1][c:2]1[cH:3][c:4]([C:5](=[O:6])[O:7][CH3:8])[cH:9][cH:10][c:11]1-[c:26]1[cH:27][cH:28][n:29][n:30]1[CH3:31].